Dataset: the Open Reaction Database (ORD), a public repository of structured organic reaction records. Task: describe an organic reaction: reactants, conditions, products, and yield Reactants: solution, CN1C(N(C(C=2C1=CN(C2C2=CC=CC=C2)CCC(=O)N(C)OC)=O)C)=O (3-(1,3-dimethyl-2,4-dioxo-5-phenyl-3,4-dihydro-1H-pyrrolo[3,4-d]pyrimidin-6(2H)-yl)-N-methoxy-N-methylpropanamide), BrC=1SC=C(N1)Cl (2-bromo-4-chlorothiazole), BrC=1SC=C(N1)Cl (2-bromo-4-chlorothiazole). The solvent is C1CCOC1 (THF). Run at time 45 minute. Product: ClC=1N=C(SC1)C(CCN1C=C2N(C(N(C(C2=C1C1=CC=CC=C1)=O)C)=O)C)=O (6-(3-(4-Chlorothiazol-2-yl)-3-oxopropyl)-1,3-dimethyl-5-phenyl-1H-pyrrolo[3,4-d]pyrimidine-2,4(3H,6H)-dione). As a reaction SMILES: [CH3:1][N:2]1[C:7]2=[CH:8][N:9]([CH2:17][CH2:18][C:19](N(OC)C)=[O:20])[C:10]([C:11]3[CH:16]=[CH:15][CH:14]=[CH:13][CH:12]=3)=[C:6]2[C:5](=[O:25])[N:4]([CH3:26])[C:3]1=[O:27].Br[C:29]1[S:30][CH:31]=[C:32]([Cl:34])[N:33]=1>C1COCC1>[Cl:34][C:32]1[N:33]=[C:29]([C:19](=[O:20])[CH2:18][CH2:17][N:9]2[C:10]([C:11]3[CH:12]=[CH:13][CH:14]=[CH:15][CH:16]=3)=[C:6]3[C:7]([N:2]([CH3:1])[C:3](=[O:27])[N:4]([CH3:26])[C:5]3=[O:25])=[CH:8]2)[S:30][CH:31]=1. Reported procedure: Isopropylmagnesium chloride lithium chloride complex solution (1.3M, 2.93 mL, 3.81 mmol) was added dropwise to a solution of 3-(1,3-dimethyl-2,4-dioxo-5-phenyl-3,4-dihydro-1H-pyrrolo[3,4-d]pyrimidin-6(2H)-yl)-N-methoxy-N-methylpropanamide (470 mg, 1.269 mmol) and 2-bromo-4-chlorothiazole (Intermediate Q) (252 mg, 1.269 mmol) in THF (20 mL). The mixture was stirred at room temperature for 45 mins. The reaction was quenched with saturated NH4Cl(aq) and extracted with EtOAc (2×). The combined organ... Reactants: FC1=CC=C(C=C1)O (4-fluorophenol), CC1=C(C=CC=C1[N+](=O)[O-])NC(=O)C1(OC1)C (2-methyloxirane-2-carboxylic acid (2-methyl-3-nitrophenyl)amide). Product: FC1=CC=C(OCC(C(=O)NC2=C(C(=CC=C2)[N+](=O)[O-])C)(C)O)C=C1 (3-(4-Fluorophenoxy)-2-hydroxy-2-methyl-N-(2-methyl-3-nitrophenyl)propionamide). As a reaction SMILES: [F:1][C:2]1[CH:7]=[CH:6][C:5]([OH:8])=[CH:4][CH:3]=1.[CH3:9][C:10]1[C:15]([N+:16]([O-:18])=[O:17])=[CH:14][CH:13]=[CH:12][C:11]=1[NH:19][C:20]([C:22]1([CH3:25])[CH2:24][O:23]1)=[O:21]>>[F:1][C:2]1[CH:7]=[CH:6][C:5]([O:8][CH2:25][C:22]([OH:23])([CH3:24])[C:20]([NH:19][C:11]2[CH:12]=[CH:13][CH:14]=[C:15]([N+:16]([O-:18])=[O:17])[C:10]=2[CH3:9])=[O:21])=[CH:4][CH:3]=1. Procedure: 3-(4-Fluorophenoxy)-2-hydroxy-2-methyl-N-(2-methyl-3-nitrophenyl)propionamide was prepared as described in Example 1c starting from 4-fluorophenol and 2-methyloxirane-2-carboxylic acid (2-methyl-3-nitrophenyl)amide. The crude product was purified by flash chromatography (dichloromethane-1% methanol). 1H NMR (400 MHz, DMSO-d6): 1.44 (3H, s), 2.28 (3H, s), 3.96 (1H, d, J=9.5 Hz), 4.17 (1H, d, J=9.5 Hz), 6.14 (1H, s), 6.93-6.97 (2H, m), 7.08-7.13 (2H, m), 7.41-7.45 (1H, m), 7.66-7.68 (1H, m), 7.72-... Reactants: CN(C=O)C (N,N-dimethylformamide), FC=1C=C(C=CC1C(=O)OCC1=CC=CC=C1)C1=C(C=CC=C1)O (benzyl 3-fluoro-2′-hydroxybiphenyl-4-carboxylate), BrC[C@@H](CO[Si](C1=CC=CC=C1)(C1=CC=CC=C1)C(C)(C)C)C ({[(2R)-3-bromo-2-methylpropyl]oxy}(tert-butyl)diphenylsilane), C([O-])([O-])=O.[Cs+].[Cs+] (cesium carbonate). Solvent: O (water), C(C)(=O)OCC (Ethyl acetate). Reaction conditions: temperature 60 celsius, time 1 hour. Product: [Si](C1=CC=CC=C1)(C1=CC=CC=C1)(C(C)(C)C)OC[C@H](COC1=C(C=CC=C1)C1=CC(=C(C=C1)C(=O)OCC1=CC=CC=C1)F)C (benzyl 2′-{[(2S)-3-{[tert-butyl(diphenyl)silyl]oxy}-2-methylpropyl]oxy}-3-fluorobiphenyl-4-carboxylate). Isolated yield 76.4%. Reaction SMILES: CN(C)C=O.[F:6][C:7]1[CH:8]=[C:9]([C:23]2[CH:28]=[CH:27][CH:26]=[CH:25][C:24]=2[OH:29])[CH:10]=[CH:11][C:12]=1[C:13]([O:15][CH2:16][C:17]1[CH:22]=[CH:21][CH:20]=[CH:19][CH:18]=1)=[O:14].Br[CH2:31][C@H:32]([CH3:52])[CH2:33][O:34][Si:35]([C:48]([CH3:51])([CH3:50])[CH3:49])([C:42]1[CH:47]=[CH:46][CH:45]=[CH:44][CH:43]=1)[C:36]1[CH:41]=[CH:40][CH:39]=[CH:38][CH:37]=1.C(=O)([O-])[O-].[Cs+].[Cs+]>O.C(OCC)(=O)C>[Si:35]([O:34][CH2:33][C@@H:32]([CH3:52])[CH2:31][O:29][C:24]1[CH:25]=[CH:26][CH:27]=[CH:28][C:23]=1[C:9]1[CH:10]=[CH:11][C:12]([C:13]([O:15][CH2:16][C:17]2[CH:22]=[CH:21][CH:20]=[CH:19][CH:18]=2)=[O:14])=[C:7]([F:6])[CH:8]=1)([C:48]([CH3:49])([CH3:50])[CH3:51])([C:42]1[CH:43]=[CH:44][CH:45]=[CH:46][CH:47]=1)[C:36]1[CH:41]=[CH:40][CH:39]=[CH:38][CH:37]=1 |f:3.4.5|. Reported procedure: To an N,N-dimethylformamide solution (30 ml) of benzyl 3-fluoro-2′-hydroxybiphenyl-4-carboxylate (Example 1-3) (1.0 g) and {[(2R)-3-bromo-2-methylpropyl]oxy}(tert-butyl)diphenylsilane (1.5 g) was added at room temperature cesium carbonate (2.4 g), followed by stirring at 60° C. for 1 hour. Ethyl acetate and water were added to the reaction solution, and the solution was separated. The organic layer was washed with saturated sodium chloride solution, dried over anhydrous sodium sulfate, and conce... Reaction SMILES: C([SiH](CC)CC)C.[NH:8]([C:15]1[C:20]([CH:21](O)[C:22]2[CH:27]=[CH:26][CH:25]=[CH:24][CH:23]=2)=[CH:19][N:18]=[C:17]([Cl:29])[N:16]=1)[C:9]1[CH:14]=[CH:13][CH:12]=[CH:11][CH:10]=1.O.C(=O)([O-])[O-].[Na+].[Na+]>FC(F)(F)C(O)=O>[NH:8]([C:15]1[C:20]([CH2:21][C:22]2[CH:27]=[CH:26][CH:25]=[CH:24][CH:23]=2)=[CH:19][N:18]=[C:17]([Cl:29])[N:16]=1)[C:9]1[CH:14]=[CH:13][CH:12]=[CH:11][CH:10]=1 |f:3.4.5|. Reported procedure: Triethylsilane (0.14 ml, 1.10 mmol) was added to a solution of 4-anilino-2-chloro-5-[1-hydroxy-1-phenylmethyl]pyrimidine (Method 58; 170 mg, 0.55 mmol) in trifluoroacetic acid (1.5 ml), and the mixture was stirred for 64 hours. Water (20 ml) was added and the mixture was neutralised with sodium carbonate powder and extracted with DCM (3×20 ml). The extracts were combined, washed with water (30 ml), dried, concentrated to a volume of 5 ml, and loaded on a Varian Mega Bond Elut column. Elution wit... Solvent: FC(C(=O)O)(F)F (trifluoroacetic acid). The reactants are C([O-])([O-])=O.[Na+].[Na+] (sodium carbonate), C(C)[SiH](CC)CC (Triethylsilane), N(C1=CC=CC=C1)C1=NC(=NC=C1C(C1=CC=CC=C1)O)Cl (4-anilino-2-chloro-5-[1-hydroxy-1-phenylmethyl]pyrimidine), O (Water). Isolated yield 25.8%. Reaction conditions: time 64 hour. Product: N(C1=CC=CC=C1)C1=NC(=NC=C1CC1=CC=CC=C1)Cl (4-Anilino-5-benzyl-2-chloropyrimidine). Starting materials: CS(=O)(=O)N(C1=C(C=CC=C1)C1=CC=C2C=NC(=NN21)OS(=O)(=O)C(F)(F)F)C (Trifluoro-methanesulfonic acid 7-[2-(methanesulfonyl-methyl-amino)-phenyl]-pyrrolo[2,1-f][1,2,4]triazin-2-yl ester), C(C)(C)N(C(C)C)CC (N,N-Diisopropylethylamine), COC1=C(C=CC(=C1)CN1CCN(CC1)C)N (2-Methoxy-4-(4-methyl-piperazin-1-ylmethyl)-phenylamine), COCC(C)O (1-Methoxy-2-propanol). Reaction conditions: temperature 120 celsius. The product is CN(S(=O)(=O)C)C1=C(C=CC=C1)C1=CC=C2C=NC(=NN21)N2CCN(CC2)C (N-Methyl-N-{2-[2-(4-methyl-piperazin-1-yl)-pyrrolo[2,1-f][1,2,4]triazin-7-yl]-phenyl}-methanesulfonamide). As a reaction SMILES: [CH3:1][S:2]([N:5]([CH3:29])[C:6]1[CH:11]=[CH:10][CH:9]=[CH:8][C:7]=1[C:12]1[N:20]2[C:15]([CH:16]=[N:17][C:18](OS(C(F)(F)F)(=O)=O)=[N:19]2)=[CH:14][CH:13]=1)(=[O:4])=[O:3].C(N(CC)C(C)C)(C)C.COC1C=C([CH2:47][N:48]2[CH2:53][CH2:52][N:51](C)[CH2:50][CH2:49]2)C=CC=1N.COCC(O)C>>[CH3:29][N:5]([C:6]1[CH:11]=[CH:10][CH:9]=[CH:8][C:7]=1[C:12]1[N:20]2[C:15]([CH:16]=[N:17][C:18]([N:51]3[CH2:52][CH2:53][N:48]([CH3:47])[CH2:49][CH2:50]3)=[N:19]2)=[CH:14][CH:13]=1)[S:2]([CH3:1])(=[O:4])=[O:3]. Procedure details: Into a 8-dram vial, Trifluoro-methanesulfonic acid 7-[2-(methanesulfonyl-methyl-amino)-phenyl]-pyrrolo[2,1-f][1,2,4]triazin-2-yl ester (89 mg, 0.20 mmol), N,N-Diisopropylethylamine (0.0757 mL, 0.435 mmol), 2-Methoxy-4-(4-methyl-piperazin-1-ylmethyl)-phenylamine (100 mg, 0.4 mmol) and 1-Methoxy-2-propanol (0.71 mL) were added. The reaction mixture was heated at 120° C. for 6 hours. The solvent was removed under vacuum. The reaction mixture was purified via HPLC reverse phase chromatography with 0...